The task is: describe an organic reaction: reactants, conditions, products, and yield. This data is from the Open Reaction Database (ORD), a public repository of structured organic reaction records. Reactants: COC(=O)c1ccc(C#N)cc1OC, CCO, NO. The product is COC(=O)c1ccc(C(N)=NO)cc1OC. Reaction SMILES: [C:1](#[N:2])[c:3]1[cH:4][c:5]([O:13][CH3:14])[c:6]([C:7](=[O:8])[O:9][CH3:10])[cH:11][cH:12]1.[CH3:17][CH2:18][OH:19].[NH2:15][OH:16]>>[C:1]([NH2:2])([c:3]1[cH:4][c:5]([O:13][CH3:14])[c:6]([C:7](=[O:8])[O:9][CH3:10])[cH:11][cH:12]1)=[N:15][OH:16]. Reaction conditions: temperature 30 celsius, time 3 hour. Starting materials: NC1=C(C=CC=C1)C1=CC=CC=C1 (2-aminobiphenyl), C(=S)(Cl)Cl (thiophosgene), O1CCOCC1 (dioxane). The product is C=1(C(=CC=CC1)N=C=S)C1=CC=CC=C1 (2-biphenylylisothiocyanate). Run in O (water). Reaction SMILES: [NH2:1][C:2]1[CH:7]=[CH:6][CH:5]=[CH:4][C:3]=1[C:8]1[CH:13]=[CH:12][CH:11]=[CH:10][CH:9]=1.[C:14](Cl)(Cl)=[S:15].O1CCOCC1>O>[C:3]1([C:8]2[CH:9]=[CH:10][CH:11]=[CH:12][CH:13]=2)[C:2]([N:1]=[C:14]=[S:15])=[CH:7][CH:6]=[CH:5][CH:4]=1. Procedure: A mixture of 2-aminobiphenyl (10.2 g), thiophosgene (10.4 g), dioxane (50 ml) and water (100 ml) was prepared with cooling in an ice bath. The temperature was raised to 30° C. and stirred for 3 hours at 30° C. to yield 2-biphenylylisothiocyanate as a yellow oil. The reactants are C1(=CC=C(C=C1)S(=O)(=O)N1C=C(C=C1)/C=C/C(=O)O)C1=CC=CC=C1 ((E)-3-[1-(biphenyl-4-sulfonyl)-1H-pyrrol-3-yl]-acrylic acid), O1C(CCCC1)ON (O-(tetrahydro-2H-pyran-yl)hydroxylamine), Cl (HCl), C1(=CC=C(C=C1)S(=O)(=O)N1C=C(C=C1)/C=C/C(=O)O)C1=CC=CC=C1 ((E)-3-[1-(biphenyl-4-sulfonyl)-1H-pyrrol-3-yl]-acrylic acid), C=1C=CC2=C(C1)N=NN2O (HOBt). Solvent: C(C)N(CC)CC (triethylamine), O (H2O), CN(C)C=O (DMF), C(CCl)Cl (EDC). Yields the product C1(=CC=C(C=C1)S(=O)(=O)N1C=C(C=C1)/C=C/C(=O)NOC1OCCCC1)C1=CC=CC=C1 ((E)-3-(1-(Biphenyl-4-sulfonyl)-1H-pyrrol-3-yl)-N-(tetrahydro-pyran-2-yloxy)-acrylamide). RXN SMILES: [C:1]1([C:20]2[CH:25]=[CH:24][CH:23]=[CH:22][CH:21]=2)[CH:6]=[CH:5][C:4]([S:7]([N:10]2[CH:14]=[CH:13][C:12](/[CH:15]=[CH:16]/[C:17]([OH:19])=O)=[CH:11]2)(=[O:9])=[O:8])=[CH:3][CH:2]=1.C1C=CC2N(O)N=NC=2C=1.Cl.[O:37]1[CH2:42][CH2:41][CH2:40][CH2:39][CH:38]1[O:43][NH2:44]>C(Cl)CCl.CN(C=O)C.C(N(CC)CC)C.O>[C:1]1([C:20]2[CH:21]=[CH:22][CH:23]=[CH:24][CH:25]=2)[CH:2]=[CH:3][C:4]([S:7]([N:10]2[CH:14]=[CH:13][C:12](/[CH:15]=[CH:16]/[C:17]([NH:44][O:43][CH:38]3[CH2:39][CH2:40][CH2:41][CH2:42][O:37]3)=[O:19])=[CH:11]2)(=[O:8])=[O:9])=[CH:5][CH:6]=1. Procedure details: Starting materials: (E)-3-[1-(biphenyl-4-sulfonyl)-1H-pyrrol-3-yl]-acrylic acid (compound 62) (0.300 g), HOBt?H2O (0.130 g), triethylamine (668 μl), DMF (20 ml), EDC?HCl (0.508 g), O-(tetrahydro-2H-pyran-yl)hydroxylamine (0.089 g). Reaction conditions: room temperature, 1 hour; room temperature, 18 hours. Run in O1CCCC1. Reagents/catalysts: N=1C=CC=CC1C=NN(CC=2C=CC=CC2)CC=3C=CC=CC3, O1BOC(C)(C)C1(C)C, O1B(OC(C)(C)C1(C)C)B2OC(C)(C)C(O2)(C)C, C[OH2+].C[OH2+].C1CC=CCCC=C1.C1CC=CCCC=C1.[Ir].[Ir]. The reactants are N=1C=CC=2C=CC=CC2C1C=3C=CC4=C5C3C=CC=C5CC4. Conditions: temperature 50 celsius, time 7 hour. Procedure details: Following the general procedure, column chromatography (EtOAc/nhexane 1:4) afforded 9c (160 mg, 79 %) as a yellow solid. The yield is 79.0%. The product is N=1C=CC=2C=CC=CC2C1C=3C(=CC4=C5C3C=CC=C5CC4)B6OC(C)(C)C(O6)(C)C. Starting materials: BrC=1C=C2C(=C(C=NC2=CC1)C(=O)C1CC1)N1CCC(CC1)CN1CCOCC1 ({6-bromo-4-[4-(morpholinomethyl)piperidin-1-yl]quinolin-3-yl}(cyclopropyl)methanone), ClC=1C=C(C=CC1O)B(O)O (3-chloro-4-hydroxyphenylboronic acid). Yields the product ClC=1C=C(C=CC1O)C=1C=C2C(=C(C=NC2=CC1)C(=O)C1CC1)N1CCC(CC1)CN1CCOCC1 ({6-(3-Chloro-4-hydroxyphenyl)-4-[4-(morpholinomethyl)piperidin-1-yl]quinolin-3-yl}(cyclopropyl)methanone). The yield is 61.7%. Reaction SMILES: Br[C:2]1[CH:3]=[C:4]2[C:9](=[CH:10][CH:11]=1)[N:8]=[CH:7][C:6]([C:12]([CH:14]1[CH2:16][CH2:15]1)=[O:13])=[C:5]2[N:17]1[CH2:22][CH2:21][CH:20]([CH2:23][N:24]2[CH2:29][CH2:28][O:27][CH2:26][CH2:25]2)[CH2:19][CH2:18]1.[Cl:30][C:31]1[CH:32]=[C:33](B(O)O)[CH:34]=[CH:35][C:36]=1[OH:37]>>[Cl:30][C:31]1[CH:32]=[C:33]([C:2]2[CH:3]=[C:4]3[C:9](=[CH:10][CH:11]=2)[N:8]=[CH:7][C:6]([C:12]([CH:14]2[CH2:15][CH2:16]2)=[O:13])=[C:5]3[N:17]2[CH2:18][CH2:19][CH:20]([CH2:23][N:24]3[CH2:25][CH2:26][O:27][CH2:28][CH2:29]3)[CH2:21][CH2:22]2)[CH:34]=[CH:35][C:36]=1[OH:37]. Reported procedure: Following general procedure D, {6-bromo-4-[4-(morpholinomethyl)piperidin-1-yl]quinolin-3-yl}(cyclopropyl)methanone (30 mg, 0.065 mmol) was reacted with 3-chloro-4-hydroxyphenylboronic acid (34 mg, 0.200 mmol) to afford the desired product (20.3 mg, 62%) as an off-white solid: 1H NMR (500 MHz, CD3OD) δ 8.73 (s, 1H), 8.29 (s, 1H), 8.04-7.98 (m, 2H), 7.71 (d, J=2.3 Hz, 1H), 7.54 (dd, J=8.4, 2.3 Hz, 1H), 7.07 (d, J=8.4 Hz, 1H), 3.74-3.71 (m, 3H), 3.53 (d, J=12.7 Hz, 2H), 3.34 (s, 3H), 3.26-3.15 (m, ... The reactants are 3, [H-].[H-].[H-].[H-].[Li+].[Al+3] (LiAlH4), [O-]S(=O)(=O)[O-].[Na+].[Na+] (Na2SO4), C1COC(CCC(CC2=CC(=C(C=C2)OC)OC)[N+](=O)[O-])(CCC2=CC=C(C=C2)C)O1 (1-(3,4-dimethoxyphenyl)-2-nitro-7-(4-methylphenyl)-5-heptanone ethylene ketal), [H-].[H-].[H-].[H-].[Li+].[Al+3] (LiAlH4). Run in C1CCOC1 (THF), C1CCOC1 (THF). Yields the product C1COC(CCC(CC2=CC(=C(C=C2)OC)OC)N)(CCC2=CC=C(C=C2)C)O1 (1-(3',4'-Dimethoxyphenyl)-2-amino-7-(4'-methylphenyl)-5-heptanone ethylene ketal). The yield is 96.1%. As a reaction SMILES: [CH2:1]1[O:31][C:4]([CH2:22][CH2:23][C:24]2[CH:29]=[CH:28][C:27]([CH3:30])=[CH:26][CH:25]=2)([CH2:5][CH2:6][CH:7]([N+:19]([O-])=O)[CH2:8][C:9]2[CH:14]=[CH:13][C:12]([O:15][CH3:16])=[C:11]([O:17][CH3:18])[CH:10]=2)[O:3][CH2:2]1.[H-].[H-].[H-].[H-].[Li+].[Al+3].[O-]S([O-])(=O)=O.[Na+].[Na+]>C1COCC1>[CH2:2]1[O:3][C:4]([CH2:22][CH2:23][C:24]2[CH:25]=[CH:26][C:27]([CH3:30])=[CH:28][CH:29]=2)([CH2:5][CH2:6][CH:7]([NH2:19])[CH2:8][C:9]2[CH:14]=[CH:13][C:12]([O:15][CH3:16])=[C:11]([O:17][CH3:18])[CH:10]=2)[O:31][CH2:1]1 |f:1.2.3.4.5.6,7.8.9|. Procedure details: In a 500 mL 3 necked rb flask equipped with a mechanical stirrer, condensor and addition funnel, a THF solution of 1-(3,4-dimethoxyphenyl)-2-nitro-7-(4-methylphenyl)-5-heptanone ethylene ketal (15.7 g; 0.037 mole) was added slowly to a suspension of LiAlH4 (14.2 g; 0.111 mole) in dry THF. The reaction was refluxed for 2 hours. Excess LiAlH4 was then decomposed with sat. Na2SO4, the salts filtered and the organic layer dried over MgSO4, filtered and concentrated to yield 14.2 g of a brown oil.